This data is from the Open Reaction Database (ORD), a public repository of structured organic reaction records. The task is: describe an organic reaction: reactants, conditions, products, and yield The reactants are C=CCOCc1cccc2c1c(C(=O)C(=O)NC1=CC(=O)OC1)cn2Cc1ccc(Cl)cc1, CO, CCCCCC, CCOC(C)=O, CCO, CN(C)C=O, O, Cc1ccc(S(=O)(=O)O)cc1. Yields the product O=C1C=C(NC(=O)C(=O)c2cn(Cc3ccc(Cl)cc3)c3cccc(CO)c23)CO1. As a reaction SMILES: [CH2:1]([CH:2]=[CH2:3])[O:4][CH2:5][c:6]1[c:7]2[c:8]([C:23]([C:24](=[O:25])[NH:26][C:27]3=[CH:31][C:30](=[O:32])[O:29][CH2:28]3)=[O:33])[cH:9][n:10]([CH2:15][c:16]3[cH:17][cH:18][c:19]([Cl:22])[cH:20][cH:21]3)[c:11]2[cH:12][cH:13][cH:14]1.[CH3:45][OH:46].[CH3:48][CH2:49][CH2:50][CH2:51][CH2:52][CH3:53].[CH3:54][CH2:55][O:56][C:57]([CH3:58])=[O:59].[CH3:65][CH2:66][OH:67].[O:60]=[CH:61][N:62]([CH3:63])[CH3:64].[OH2:47].[c:34]1([CH3:35])[cH:36][cH:37][c:38]([S:39]([OH:40])(=[O:41])=[O:42])[cH:43][cH:44]1>>[OH:4][CH2:5][c:6]1[c:7]2[c:8]([C:23]([C:24](=[O:25])[NH:26][C:27]3=[CH:31][C:30](=[O:32])[O:29][CH2:28]3)=[O:33])[cH:9][n:10]([CH2:15][c:16]3[cH:17][cH:18][c:19]([Cl:22])[cH:20][cH:21]3)[c:11]2[cH:12][cH:13][cH:14]1. Reactants: O=C([O-])O, CCCN(CCC)CC(=O)OC1CC2(C)C(CCC2C2(C)OCCO2)C2CCC3CC(O)CCC3(C)C12, Cc1ccc(S(=O)(=O)O)cc1, CC(C)=O, [Na+]. The product is CCCN(CCC)CC(=O)OC1CC2(C)C(C(C)=O)CCC2C2CCC3CC(O)CCC3(C)C12. RXN SMILES: [C:49](=[O:50])([OH:51])[O-:52].[CH2:12]1[O:13][C:14]([CH3:15])([CH:16]2[CH2:17][CH2:18][CH:19]3[CH:20]4[CH2:21][CH2:22][CH:23]5[CH2:24][CH:25]([OH:46])[CH2:26][CH2:27][C:28]5([CH3:29])[CH:30]4[CH:31]([O:35][C:36]([CH2:37][N:38]([CH2:39][CH2:40][CH3:41])[CH2:42][CH2:43][CH3:44])=[O:45])[CH2:32][C:33]23[CH3:34])[O:48][CH2:47]1.[CH3:1][c:2]1[cH:3][cH:4][c:5]([S:6](=[O:7])(=[O:8])[OH:9])[cH:10][cH:11]1.[CH3:54][C:55](=[O:56])[CH3:57].[Na+:53]>>[O:13]=[C:14]([CH3:15])[CH:16]1[CH2:17][CH2:18][CH:19]2[CH:20]3[CH2:21][CH2:22][CH:23]4[CH2:24][CH:25]([OH:46])[CH2:26][CH2:27][C:28]4([CH3:29])[CH:30]3[CH:31]([O:35][C:36]([CH2:37][N:38]([CH2:39][CH2:40][CH3:41])[CH2:42][CH2:43][CH3:44])=[O:45])[CH2:32][C:33]12[CH3:34]. Starting materials: C(CCC)N(CCCC)CCCC (tributylamine), FC1=C(C(=C(C(=C1C1CO1)F)F)F)F ((+)-pentafluorostyrene oxide), F (hydrogen fluoride), N(CCCC)(CCCC)CCCC (n-Bu3N). Conditions: temperature 40 celsius, time 10 hour. Product: FC(CO)C1=C(C(=C(C(=C1F)F)F)F)F ((+)-2-fluoro-2-(pentafluorophenyl)ethanol). The yield is 31.9%. As a reaction SMILES: C(N(CCCC)CCCC)CCC.[FH:14].[F:15][C:16]1[C:21]([CH:22]2[O:24][CH2:23]2)=[C:20]([F:25])[C:19]([F:26])=[C:18]([F:27])[C:17]=1[F:28]>>[F:14][CH:22]([C:21]1[C:16]([F:15])=[C:17]([F:28])[C:18]([F:27])=[C:19]([F:26])[C:20]=1[F:25])[CH2:23][OH:24]. Procedure: To Teflon vessel containing 4.2 g (22.5 mmol)of tributylamine was cooled in a dry-ice methanol bath, and to this was added dropwise 2.3 g (112.5 mmol) of anhydrous hydrogen fluoride to prepare 6.4 g (22.5 mmol) of n-Bu3N.5HF. To this was added dropwise 3.15 g (15 mmol) of (+)-pentafluorostyrene oxide at 0° C., and was stirred for 10 hours at 40° C. After it was left to cool, the same treatment as that provided in Example 16 gave 1.1 g of (+)-2-fluoro-2-(pentafluorophenyl)ethanol. Its GC purity w... The reactants are CC(=O)OCC(CNC(=O)c1c(I)c(N)c(I)c(C(=O)O)c1I)OC(C)=O, O=C([O-])O, ClCCCl, [Na+], O=S(Cl)Cl. The product is CC(=O)OCC(C[NH-])OC(C)=O, Nc1c(I)c(C(=O)O)c(I)c(C(=O)O)c1I, [Cl-]. Reaction SMILES: [C:1]([CH3:2])(=[O:3])[O:4][CH:5]([CH2:6][NH:7][C:8]([c:9]1[c:10]([I:21])[c:11]([C:12](=[O:13])[OH:14])[c:15]([I:20])[c:16]([NH2:19])[c:17]1[I:18])=[O:22])[CH2:23][O:24][C:25]([CH3:26])=[O:27].[C:32](=[O:33])([OH:34])[O-:35].[Cl:37][CH2:38][CH2:39][Cl:40].[Na+:36].[S:28](=[O:29])([Cl:30])[Cl:31]>>[C:1]([CH3:2])(=[O:3])[O:4][CH:5]([CH2:6][NH-:7])[CH2:23][O:24][C:25]([CH3:26])=[O:27].[C:8]([c:9]1[c:10]([I:21])[c:11]([C:12](=[O:13])[OH:14])[c:15]([I:20])[c:16]([NH2:19])[c:17]1[I:18])([OH:22])=[O:29].[Cl-:30]. Starting materials: BrC=1C=NC(=NC1)NCC[C@@H]1CC[C@H](CC1)CO (trans-{4-[2-(5-Bromo-pyrimidin-2-ylamino)-ethyl]-cyclohexyl}-methanol), CS(=O)(=O)Cl (methanesulfonylchloride), N1=C(C=CC=C1C)C (2,6-lutidine), O (water). Solvent: C(Cl)Cl (CH2Cl2). Conditions: time 20 hour. Yields the product BrC=1C=NC(=NC1)NCC[C@@H]1CC[C@H](CC1)COS(=O)(=O)C (trans-Methanesulfonic acid 4-[2-(5-bromo-pyrimidin-2-ylamino)-ethyl]-cyclohexylmethyl ester). Yield: 161.6%. RXN SMILES: [Br:1][C:2]1[CH:3]=[N:4][C:5]([NH:8][CH2:9][CH2:10][C@H:11]2[CH2:16][CH2:15][C@H:14]([CH2:17][OH:18])[CH2:13][CH2:12]2)=[N:6][CH:7]=1.[CH3:19][S:20](Cl)(=[O:22])=[O:21].N1C(C)=CC=CC=1C.O>C(Cl)Cl>[Br:1][C:2]1[CH:7]=[N:6][C:5]([NH:8][CH2:9][CH2:10][C@H:11]2[CH2:16][CH2:15][C@H:14]([CH2:17][O:18][S:20]([CH3:19])(=[O:22])=[O:21])[CH2:13][CH2:12]2)=[N:4][CH:3]=1. Procedure: A solution of 481 mg (1.53 mmol) of trans-{4-[2-(5-Bromo-pyrimidin-2-ylamino)-ethyl]-cyclohexyl}-methanol in 14 ml CH2Cl2 was treated at 0 C with 0.13 ml (1.68 mmol) methanesulfonylchloride and 0.27 ml (2.30 mmol) 2,6-lutidine. The reaction was stirred for 20 h at room temperature, water (2 ml) was added and stirred for 5 min. After extraction with aqueous saturated NaHCO3/Et2O(3×), the organic phase was washed with aqueous 10% NaCl, dried over Na2SO4 and evaporated to yield 970 mg of crude tran... The reactants are C1COCCN1, C1CCOC1, ClC(Cl)Cl, C=CCn1c(Cl)nc2c1c(=O)[nH]c(=O)n2CC#N, Cl, c1ccc(P(c2ccccc2)(c2ccccc2)[Pd](P(c2ccccc2)(c2ccccc2)c2ccccc2)(P(c2ccccc2)(c2ccccc2)c2ccccc2)P(c2ccccc2)(c2ccccc2)c2ccccc2)cc1. The product is N#CCn1c(=O)[nH]c(=O)c2[nH]c(Cl)nc21. As a reaction SMILES: [CH2:19]1[NH:20][CH2:21][CH2:22][O:23][CH2:24]1.[CH2:30]1[O:31][CH2:32][CH2:33][CH2:34]1.[CH:26]([Cl:27])([Cl:28])[Cl:29].[Cl:1][c:2]1[n:3][c:4]2[n:5]([CH2:16][C:17]#[N:18])[c:6](=[O:15])[nH:7][c:8](=[O:14])[c:9]2[n:10]1[CH2:11][CH:12]=[CH2:13].[ClH:25].[cH:35]1[cH:36][cH:37][c:38]([P:39]([Pd:40]([P:41]([c:42]2[cH:43][cH:44][cH:45][cH:46][cH:47]2)([c:48]2[cH:49][cH:50][cH:51][cH:52][cH:53]2)[c:54]2[cH:55][cH:56][cH:57][cH:58][cH:59]2)([P:60]([c:61]2[cH:62][cH:63][cH:64][cH:65][cH:66]2)([c:67]2[cH:68][cH:69][cH:70][cH:71][cH:72]2)[c:73]2[cH:74][cH:75][cH:76][cH:77][cH:78]2)[P:79]([c:80]2[cH:81][cH:82][cH:83][cH:84][cH:85]2)([c:86]2[cH:87][cH:88][cH:89][cH:90][cH:91]2)[c:92]2[cH:93][cH:94][cH:95][cH:96][cH:97]2)([c:98]2[cH:99][cH:100][cH:101][cH:102][cH:103]2)[c:104]2[cH:105][cH:106][cH:107][cH:108][cH:109]2)[cH:110][cH:111]1>>[Cl:1][c:2]1[n:3][c:4]2[n:5]([CH2:16][C:17]#[N:18])[c:6](=[O:15])[nH:7][c:8](=[O:14])[c:9]2[nH:10]1. The reactants are ClC(C1=CC=CC=C1)C1=CC=CC=C1 (chlorodiphenylmethane), CNCC1CNCC1 (methyl-pyrrolidine-3-ylmethyl-amine), C(C)(C)(C)OC(N)=O (carbamic acid tert-butyl ester), C(=O)([O-])[O-].[K+].[K+] (K2CO3). The product is C(C)(C)(C)OC(N(C)CC1CN(CC1)C(C1=CC=CC=C1)C1=CC=CC=C1)=O ((1-Benzhydryl-pyrrolidin-3-ylmethyl)-methyl-carbamic acid tert-butyl ester). Procedure details: To a solution of chlorodiphenylmethane (0.79 g, 3.22 mmol) in butanone (20 ml) was added methyl-pyrrolidine-3-ylmethyl-amine)-carbamic acid tert-butyl ester (0.69 g, 3.22 mmol), K2CO3 (0.54 g, 3.8 mmol) and KI (0.54 g, 3.22 mmol). The mixture was heated under reflux for 18 hours, then filtered and the solvent was removed in vacuo. The residue was dissolved in CH2Cl2 (50 ml) and washed with water (10 ml). Drying over MgSO4 and removal of solvent under reduced pressure followed by column chromatog... Yield: 75.0%. Solvent: CC(CC)=O (butanone). As a reaction SMILES: Cl[CH:2]([C:9]1[CH:14]=[CH:13][CH:12]=[CH:11][CH:10]=1)[C:3]1[CH:8]=[CH:7][CH:6]=[CH:5][CH:4]=1.CN[CH2:17][CH:18]1[CH2:22][CH2:21][NH:20][CH2:19]1.[C:23]([O:27][C:28](=[O:30])[NH2:29])([CH3:26])([CH3:25])[CH3:24].[C:31]([O-])([O-])=O.[K+].[K+]>CC(=O)CC>[C:23]([O:27][C:28](=[O:30])[N:29]([CH2:17][CH:18]1[CH2:22][CH2:21][N:20]([CH:2]([C:9]2[CH:14]=[CH:13][CH:12]=[CH:11][CH:10]=2)[C:3]2[CH:8]=[CH:7][CH:6]=[CH:5][CH:4]=2)[CH2:19]1)[CH3:31])([CH3:26])([CH3:25])[CH3:24] |f:3.4.5|.